This data is from the Open Reaction Database (ORD), a public repository of structured organic reaction records. The task is: describe an organic reaction: reactants, conditions, products, and yield Starting materials: CC(O)c1ccc(NC(=O)OCC[Si](C)(C)C)cc1Cl, ClCCl, [N-]=[N+]=N, CCOC(=O)N=NC(=O)OCC, C1CCOC1, c1ccc(P(c2ccccc2)c2ccccc2)cc1. Yields the product CC(N=[N+]=[N-])c1ccc(NC(=O)OCC[Si](C)(C)C)cc1Cl. As a reaction SMILES: [CH3:1][Si:2]([CH2:3][CH2:4][O:5][C:6]([NH:7][c:8]1[cH:9][c:10]([Cl:17])[c:11]([CH:14]([CH3:15])[OH:16])[cH:12][cH:13]1)=[O:18])([CH3:19])[CH3:20].[Cl:60][CH2:61][Cl:62].[NH:40]=[N+:41]=[N-:42].[O:43]=[C:44]([O:45][CH2:46][CH3:47])[N:48]=[N:49][C:50]([O:51][CH2:52][CH3:53])=[O:54].[O:55]1[CH2:56][CH2:57][CH2:58][CH2:59]1.[c:21]1([P:22]([c:23]2[cH:24][cH:25][cH:26][cH:27][cH:28]2)[c:29]2[cH:30][cH:31][cH:32][cH:33][cH:34]2)[cH:35][cH:36][cH:37][cH:38][cH:39]1>>[CH3:1][Si:2]([CH2:3][CH2:4][O:5][C:6]([NH:7][c:8]1[cH:9][c:10]([Cl:17])[c:11]([CH:14]([CH3:15])[N:40]=[N+:41]=[N-:42])[cH:12][cH:13]1)=[O:18])([CH3:19])[CH3:20]. Reactants: C(#N)C1=CC=C(C=C1)C1=CC=C(C=C1)C(=O)OC (Methyl 4'-Cyano-4-biphenylcarboxylate), O[Li].O (LiOH·H2O). The solvent is C1CCOC1.CO.O (THF MeOH H2O), CCOC(=O)C (EtOAc). Reaction conditions: time 8 hour. Yields the product C(#N)C1=CC=C(C=C1)C1=CC=C(C=C1)C(=O)O (4'-Cyano-4-biphenylcarboxylic acid). As a reaction SMILES: [C:1]([C:3]1[CH:8]=[CH:7][C:6]([C:9]2[CH:14]=[CH:13][C:12]([C:15]([O:17]C)=[O:16])=[CH:11][CH:10]=2)=[CH:5][CH:4]=1)#[N:2].O[Li].O>C1COCC1.CO.O.CCOC(C)=O>[C:1]([C:3]1[CH:4]=[CH:5][C:6]([C:9]2[CH:14]=[CH:13][C:12]([C:15]([OH:17])=[O:16])=[CH:11][CH:10]=2)=[CH:7][CH:8]=1)#[N:2] |f:1.2,3.4.5|. Reported procedure: Compound 18-3 (3.4 g, 15.1 mmole), and LiOH·H2O (3.1 g, 75.5 mmol) were dissolved in THF/MeOH/H2O (30 mL/30 mL/30 mL) and stirred at room temperature overnight. The solution was diluted with EtOAc and washed with 10% KHSO4. The organic layer was washed with brine, dried over MgSO4, filtered and concentrated to yield 18-4 as a white solid. Starting materials: CN(C)C=C1C(OC(C=2C1=NC=1N=CC=CC1C2)=O)=O (9-Dimethylaminomethylene-9H-pyrano[4,3-b][1,8]naphthyridine-6,8-dione), CN (methylamine), 18d. Product: CN1C(C=2C=C3C(=NC2C(=C1)C(=O)O)N=CC=C3)=O (7-Methyl-6-oxo-6,7-dihydropyrido[2,3-b][1,6]naphthyridine-9-carboxylic acid). As a reaction SMILES: [CH3:1][N:2]([CH:4]=[C:5]1[C:10]2=[N:11][C:12]3[N:13]=[CH:14][CH:15]=[CH:16][C:17]=3[CH:18]=[C:9]2[C:8](=[O:19])[O:7][C:6]1=[O:20])C.CN>>[CH3:1][N:2]1[CH:4]=[C:5]([C:6]([OH:7])=[O:20])[C:10]2[N:11]=[C:12]3[N:13]=[CH:14][CH:15]=[CH:16][C:17]3=[CH:18][C:9]=2[C:8]1=[O:19]. Reported procedure: From 17e and methylamine, as for 18d except that, after reaction, the volatiles were removed at reduced pressure and water was added. The resultant suspension was stirred and basified with 10% sodium hydroxide, then acidified with concentrated hydrochloric acid (dropwise) and the brown solid was filtered to give 18y, mp >300° C. (from dimethyl sulfoxide/1,4-dioxane). 1H NMR (d6-DMSO): δ 3.64 (s, 3H, NCH3), 7.76 (dd, J=8.2, 4.2 Hz, 1H, H-3), 8.81 (d, J=8.2 Hz, 1H, H-4), 8.85 (s, 1H, H-8), 9.28 (d... Starting materials: CS(=O)(=O)OCCCC=1N=C(SC1)C1=CC(=C(C(=C1)OC)OC)OC (4-(3-Methanesulfonyloxypropyl)-2-(3,4,5-trimethoxy-phenyl)thiazole), N1CCNCCC1 (homopiperazine). Yields the product COC=1C=C(C=C(C1OC)OC)C=1SC=C(N1)CCCN1CCN(CCC1)CCCC=1N=C(SC1)C1=CC(=C(C(=C1)OC)OC)OC (N,N′-bis[3-(2-(3,4,5-Trimethoxyphenyl)-thiazol-4-yl)propyl]homopiperazine). As a reaction SMILES: CS(O[CH2:6][CH2:7][CH2:8][C:9]1[N:10]=[C:11]([C:14]2[CH:19]=[C:18]([O:20][CH3:21])[C:17]([O:22][CH3:23])=[C:16]([O:24][CH3:25])[CH:15]=2)[S:12][CH:13]=1)(=O)=O.[NH:26]1[CH2:32][CH2:31][CH2:30][NH:29][CH2:28][CH2:27]1>>[CH3:25][O:24][C:16]1[CH:15]=[C:14]([C:11]2[S:12][CH:13]=[C:9]([CH2:8][CH2:7][CH2:6][N:26]3[CH2:32][CH2:31][CH2:30][N:29]([CH2:6][CH2:7][CH2:8][C:9]4[N:10]=[C:11]([C:14]5[CH:15]=[C:16]([O:24][CH3:25])[C:17]([O:22][CH3:23])=[C:18]([O:20][CH3:21])[CH:19]=5)[S:12][CH:13]=4)[CH2:28][CH2:27]3)[N:10]=2)[CH:19]=[C:18]([O:20][CH3:21])[C:17]=1[O:22][CH3:23]. Reported procedure: 4-(3-Methanesulfonyloxypropyl)-2-(3,4,5-trimethoxy-phenyl)thiazole (152 mg) and homopiperazine (20 mg) were reacted in the same manner in Example 1 to obtain the title compound as a free base. The reactants are CNC, CO, COc1ccc(C(=O)c2ccccc2)c(O)c1. Yields the product COc1cc(O)c(C(=O)c2ccccc2)cc1CN(C)C. RXN SMILES: [CH3:18][NH:19][CH3:20].[CH3:21][OH:22].[OH:1][c:2]1[c:3]([C:4](=[O:5])[c:6]2[cH:7][cH:8][cH:9][cH:10][cH:11]2)[cH:12][cH:13][c:14]([O:16][CH3:17])[cH:15]1>>[OH:1][c:2]1[c:3]([C:4](=[O:5])[c:6]2[cH:7][cH:8][cH:9][cH:10][cH:11]2)[cH:12][c:13]([CH2:21][N:19]([CH3:18])[CH3:20])[c:14]([O:16][CH3:17])[cH:15]1. The reactants are COc1ccc(CN)cc1, O=[N+]([O-])c1c(Cl)ccnc1Cl, CN(C)C=O. Reaction SMILES: [CH3:12][O:13][c:14]1[cH:15][cH:16][c:17]([CH2:18][NH2:19])[cH:20][cH:21]1.[Cl:1][c:2]1[n:3][cH:4][cH:5][c:6]([Cl:11])[c:7]1[N+:8](=[O:9])[O-:10].[O:22]=[CH:23][N:24]([CH3:25])[CH3:26]>>[Cl:1][c:2]1[n:3][cH:4][cH:5][c:6]([NH:19][CH2:18][c:17]2[cH:16][cH:15][c:14]([O:13][CH3:12])[cH:21][cH:20]2)[c:7]1[N+:8](=[O:9])[O-:10]. Product: COc1ccc(CNc2ccnc(Cl)c2[N+](=O)[O-])cc1.